Task: describe an organic reaction: reactants, conditions, products, and yield. Dataset: the Open Reaction Database (ORD), a public repository of structured organic reaction records Starting materials: O (water), C(C)(=O)OCC (ethyl acetate), C(C)(C)N(C(C)C)CC (N,N-diisopropylethylamine), ClC1=NC(=CC(=N1)Cl)C (2,4-dichloro-6-methylpyrimidine), C(C)(C)N(C(C)C)CC (N,N-diisopropylethylamine). The solvent is C(CC)N (propylamine), CS(=O)C (dimethyl sulfoxide), C(CC)N (propylamine). Conditions: time 2 hour. The product is ClC1=NC(=CC(=N1)NCCC)C (2-chloro-6-methyl-N-propylpyrimidin-4-amine). As a reaction SMILES: [Cl:1][C:2]1[N:7]=[C:6](Cl)[CH:5]=[C:4]([CH3:9])[N:3]=1.O.C(O[CH2:15][CH3:16])(=O)C.[CH:17]([N:20](CC)C(C)C)(C)C>CS(C)=O.C(N)CC>[Cl:1][C:2]1[N:7]=[C:6]([NH:20][CH2:17][CH2:15][CH3:16])[CH:5]=[C:4]([CH3:9])[N:3]=1. Procedure details: To a solution of 2,4-dichloro-6-methylpyrimidine (1.00 g) in dimethyl sulfoxide (10 mL), N,N-diisopropylethylamine (1.07 mL) and propylamine (0.51 mL) were added at room temperature, and the mixture was stirred at the same temperature for 2 hours. To the reaction mixture, N,N-diisopropylethylamine (1.07 mL) and propylamine (0.51 mL) were added at room temperature, and the mixture was stirred at the same temperature for 2 hours. To the reaction mixture, water and ethyl acetate were added. The org... Starting materials: C(C)(=O)C=1C(NC(=CC1O)C)=O (3-acetyl-4-hydroxy-6-methyl-2(1H)-pyridinone), ClC=1C=C(C=O)C=CC1OC(F)(F)F (3-chloro-4-(trifluoromethoxy)benzaldehyde), N1CCCCC1 (piperidine). Reagents/catalysts: N1=CC=CC=C1 (pyridine). Solvent: O (water). Yields the product OC1=C(C(NC(=C1)C)=O)C(C=CC1=CC(=C(C=C1)OC(F)(F)F)Cl)=O (4-hydroxy-3-[3-[3-chloro-4-(trifluoromethoxy)phenyl]-1-oxo-2-propenyl]-6-methyl-2(1H)-pyridinone). Yield: 36.7%. RXN SMILES: [C:1]([C:4]1[C:5](=[O:12])[NH:6][C:7]([CH3:11])=[CH:8][C:9]=1[OH:10])(=[O:3])[CH3:2].[Cl:13][C:14]1[CH:15]=[C:16]([CH:19]=[CH:20][C:21]=1[O:22][C:23]([F:26])([F:25])[F:24])[CH:17]=O.N1CCCCC1>N1C=CC=CC=1.O>[OH:10][C:9]1[CH:8]=[C:7]([CH3:11])[NH:6][C:5](=[O:12])[C:4]=1[C:1](=[O:3])[CH:2]=[CH:17][C:16]1[CH:19]=[CH:20][C:21]([O:22][C:23]([F:24])([F:25])[F:26])=[C:14]([Cl:13])[CH:15]=1. Procedure details: A mixture of 0.50 g of 3-acetyl-4-hydroxy-6-methyl-2(1H)-pyridinone, 0.74 g of 3-chloro-4-(trifluoromethoxy)benzaldehyde, 6 mg of pyridine and 0.1 ml of piperidine was heated under refluxing for 4 hours. After cooled to room temperature, 40 ml of water was added to the reaction mixture, precipitated crystals were filtered, and this was washed with tetrahydrofuran, then with ethyl acetate to obtain 0.41 g of 4-hydroxy-3-[3-[3-chloro-4-(trifluoromethoxy)phenyl]-1-oxo-2-propenyl]-6-methyl-2(1H)-pyr... The reactants are C1(=CC=CC=C1)C=1C=NN(C1C1=CC=CC=C1)CC(=O)OCC (ethyl 4,5-diphenyl-1H-pyrazole-1-acetate), NCCN1CCCCC1 (N-(2-aminoethyl)piperidine). Solvent: C(C)(C)N(CC)C(C)C (diisopropylethylamine). Conditions: temperature 100 celsius, time 18 hour. The product is 10.6, C1(=CC=CC=C1)C=1C=NN(C1C1=CC=CC=C1)CC(=O)NCCN1CCCCC1 (4,5-Diphenyl-N-[2-(1-piperidinyl)ethyl]-1H-pyrazole-1-acetamide). RXN SMILES: [C:1]1([C:7]2[CH:8]=[N:9][N:10]([CH2:18][C:19](OCC)=[O:20])[C:11]=2[C:12]2[CH:17]=[CH:16][CH:15]=[CH:14][CH:13]=2)[CH:6]=[CH:5][CH:4]=[CH:3][CH:2]=1.[NH2:24][CH2:25][CH2:26][N:27]1[CH2:32][CH2:31][CH2:30][CH2:29][CH2:28]1>C(N(C(C)C)CC)(C)C>[C:1]1([C:7]2[CH:8]=[N:9][N:10]([CH2:18][C:19]([NH:24][CH2:25][CH2:26][N:27]3[CH2:32][CH2:31][CH2:30][CH2:29][CH2:28]3)=[O:20])[C:11]=2[C:12]2[CH:17]=[CH:16][CH:15]=[CH:14][CH:13]=2)[CH:6]=[CH:5][CH:4]=[CH:3][CH:2]=1. Procedure: A mixture of 15 g (0.049 mol) of ethyl 4,5-diphenyl-1H-pyrazole-1-acetate of example 1 and 10.2 mL (0.072 mol) of N-(2-aminoethyl)piperidine in 62 ml of diisopropylethylamine was stirred at 100° C. for 18 hr. Upon cooling and standing a solid precipitate was formed which was filtered off and recyrtallized very slowly from 250 mL of 1:3 THF-ether to yield 10.6 of 4,5-Diphenyl-N-[2-(1-piperidinyl)ethyl]-1H-pyrazole-1-acetamide mp 95°-97° C. Reactants: C1CCOC1, COC(=O)c1cc2cc(S(C)(=O)=O)ccc2[nH]1, CC(=O)O, [Li+], [OH-], O. The product is CS(=O)(=O)c1ccc2[nH]c(C(=O)O)cc2c1. Reaction SMILES: [CH2:24]1[O:25][CH2:26][CH2:27][CH2:28]1.[CH3:1][O:2][C:3](=[O:4])[c:5]1[nH:6][c:7]2[cH:8][cH:9][c:10]([S:14](=[O:15])(=[O:16])[CH3:17])[cH:11][c:12]2[cH:13]1.[CH3:20][C:21](=[O:22])[OH:23].[Li+:19].[OH-:18].[OH2:29]>>[O:2]=[C:3]([OH:4])[c:5]1[nH:6][c:7]2[cH:8][cH:9][c:10]([S:14](=[O:15])(=[O:16])[CH3:17])[cH:11][c:12]2[cH:13]1. Starting materials: CC1(OC(C(O1)CC(CC(=O)OC(C)(C)C)=O)=O)C (tert.-butyl 4-(2,2-dimethyl-5-oxo-1,3-dioxolan-4-yl)-3-oxobutanoate), Cl (hydrochloric acid). Solvent: C1(=CC=CC=C1)C (toluene). Run at temperature 0 celsius, time 30 minute. Product: OC(C(=O)OC(C)C)CC(CC(=O)OC(C)(C)C)=O (1-isopropyl 6-tert.-butyl 2-hydroxy-4-oxoadipate). Isolated yield 80.7%. Reaction SMILES: [CH3:1][C:2]1([CH3:19])[O:6][CH:5]([CH2:7][C:8](=[O:17])[CH2:9][C:10]([O:12][C:13]([CH3:16])([CH3:15])[CH3:14])=[O:11])[C:4](=[O:18])[O:3]1.Cl>C1(C)C=CC=CC=1>[OH:6][CH:5]([CH2:7][C:8](=[O:17])[CH2:9][C:10]([O:12][C:13]([CH3:14])([CH3:16])[CH3:15])=[O:11])[C:4]([O:3][CH:2]([CH3:19])[CH3:1])=[O:18]. Procedure: In a solution of tert.-butyl 4-(2,2-dimethyl-5-oxo-1,3-dioxolan-4-yl)-3-oxobutanoate (13.62 g, 50.00 mmol) in toluene (100.0 ml), the above yellow solution was dropwise added and stirred at 0° C. for 30 minutes. After dropwise adding 1N hydrochloric acid (160.0 ml), the mixture was stirred at 0° C. for 10 minutes. After evaporating off the most of the organic solvent under reduced pressure, the mixture was extracted with ethyl acetate and washed with a saturated saline and a phosphate buffer (pH...